This data is from the Open Reaction Database (ORD), a public repository of structured organic reaction records. The task is: describe an organic reaction: reactants, conditions, products, and yield Starting materials: CCOC(C)=O, OCc1ccc(C(F)(F)F)cc1, Nc1ccc(O)cc1, CCOC(=O)N=NC(=O)OCC, C1CCOC1, c1ccc(P(c2ccccc2)c2ccccc2)cc1. Yields the product Nc1ccc(OCc2ccc(C(F)(F)F)cc2)cc1. RXN SMILES: [CH3:57][CH2:58][O:59][C:60](=[O:61])[CH3:62].[F:9][C:10]([c:11]1[cH:12][cH:13][c:14]([CH2:15][OH:16])[cH:17][cH:18]1)([F:19])[F:20].[NH2:1][c:2]1[cH:3][cH:4][c:5]([OH:8])[cH:6][cH:7]1.[O:40]=[C:41]([O:42][CH2:43][CH3:44])[N:45]=[N:46][C:47]([O:48][CH2:49][CH3:50])=[O:51].[O:52]1[CH2:53][CH2:54][CH2:55][CH2:56]1.[c:21]1([P:22]([c:23]2[cH:24][cH:25][cH:26][cH:27][cH:28]2)[c:29]2[cH:30][cH:31][cH:32][cH:33][cH:34]2)[cH:35][cH:36][cH:37][cH:38][cH:39]1>>[NH2:1][c:2]1[cH:3][cH:4][c:5]([O:8][CH2:15][c:14]2[cH:13][cH:12][c:11]([C:10]([F:9])([F:19])[F:20])[cH:18][cH:17]2)[cH:6][cH:7]1. Isolated yield 99.1%. Yields the product NC=1C2=CC=C(C=C2N=C2CCCC(C12)O)F (9-Amino-6-fluoro-1,2,3,4-tetrahydroacridin-1-ol). The reactants are solution, [H-].[Al+3].[Li+].[H-].[H-].[H-] (lithium aluminum hydride), NC=1C2=CC=C(C=C2N=C2CCCC(C12)=O)F (9-amino-3,4-dihydro-6-fluoroacridin-1(2H)-one). Reaction conditions: time 1 hour. Reported procedure: To a cooled suspension of 5.0 g of 9-amino-3,4-dihydro-6-fluoroacridin-1(2H)-one in 85 ml of tetrahydrofuran was added 22 ml of 1M solution of lithium aluminum hydride in tetrahydrofuran. This was stirred for 1 hour and then quenched with 8 ml of saturated ammonium chloride solution. The inorganics were filtered and rinsed with ethyl acetate, and the combined organics were dried over anhydrous magnesium sulfate. This was filtered and concentrated to obtain 5.0 g of a powder, mp 203°-206° C. d. T... Run in O1CCCC1 (tetrahydrofuran), O1CCCC1 (tetrahydrofuran). RXN SMILES: [NH2:1][C:2]1[C:3]2[C:8]([N:9]=[C:10]3[C:15]=1[C:14](=[O:16])[CH2:13][CH2:12][CH2:11]3)=[CH:7][C:6]([F:17])=[CH:5][CH:4]=2.[H-].[Al+3].[Li+].[H-].[H-].[H-]>O1CCCC1>[NH2:1][C:2]1[C:3]2[C:8]([N:9]=[C:10]3[C:15]=1[CH:14]([OH:16])[CH2:13][CH2:12][CH2:11]3)=[CH:7][C:6]([F:17])=[CH:5][CH:4]=2 |f:1.2.3.4.5.6|. The reactants are C1CCC2=NCCCN2CC1, O=Cc1ccccc1, ClCCl, O=Nc1c(F)cccc1F. Yields the product O=C(c1ccccc1)N(O)c1c(F)cccc1F. As a reaction SMILES: [CH2:1]1[CH2:2][CH2:3][C:4]2=[N:9][CH2:8][CH2:7][CH2:6][N:5]2[CH2:10][CH2:11]1.[CH:12](=[O:13])[c:14]1[cH:15][cH:16][cH:17][cH:18][cH:19]1.[Cl:30][CH2:31][Cl:32].[F:20][c:21]1[c:22]([N:28]=[O:29])[c:23]([F:27])[cH:24][cH:25][cH:26]1>>[C:12](=[O:13])([c:14]1[cH:15][cH:16][cH:17][cH:18][cH:19]1)[N:28]([c:22]1[c:21]([F:20])[cH:26][cH:25][cH:24][c:23]1[F:27])[OH:29]. Starting materials: C1C(CCC2=CC=CC=C12)=O (2-tetralone), COC(N(C)C)OC (dimethylformamide dimethyl acetal), N(N)C=1C=C(C(=O)O)C=CC1 (3-hydrazinobenzoic acid). Run in O (water). Yields the product C1=NN(C=2CCC3=C(C12)C=CC=C3)C=3C=C(C(=O)O)C=CC3 (3-(4,5-Dihydro-benzo[e]indazol-3-yl)-benzoic acid). Yield: 62.9%. RXN SMILES: [CH2:1]1[C:10]2[C:5](=[CH:6][CH:7]=[CH:8][CH:9]=2)[CH2:4][CH2:3][C:2]1=O.[CH3:12]OC(OC)N(C)C.[NH:20]([C:22]1[CH:23]=[C:24]([CH:28]=[CH:29][CH:30]=1)[C:25]([OH:27])=[O:26])[NH2:21]>O>[CH:12]1[C:1]2[C:10]3[CH:9]=[CH:8][CH:7]=[CH:6][C:5]=3[CH2:4][CH2:3][C:2]=2[N:20]([C:22]2[CH:23]=[C:24]([CH:28]=[CH:29][CH:30]=2)[C:25]([OH:27])=[O:26])[N:21]=1. Procedure: A mixture of 2-tetralone (2.00 mL, 14.7 mmol) and dimethylformamide dimethyl acetal (2.10 mL, 15.0 mmol) is heated to reflux for 14 h. The mixture is cooled and evaporated, and approximately half of the residue is dissolved in acetic acid (10 mL) and treated with 3-hydrazinobenzoic acid (750 mL, 4.93 mmol). The solution is heated to reflux for 12 h, then cooled and poured into water (100 mL). The resulting precipitate is collected by filtration, washed with water, and evaporated under high vacuu...